This data is from the Open Reaction Database (ORD), a public repository of structured organic reaction records. The task is: describe an organic reaction: reactants, conditions, products, and yield Starting materials: FC1=CC=CC=2NCC(OC21)CN (Dihydro-8-fluoro-2H-1,4-benzoxazine-2-methanamine), NC1=C(C(=CC=C1)C#N)O (2-amino-6-cyanophenol). Yields the product C(#N)C1=CC=CC=2NCC(OC21)CN (Dihydro-8-cyano-2H-1,4-benzoxazine-2-methanamine). Reaction SMILES: F[C:2]1[C:11]2[O:10][CH:9]([CH2:12][NH2:13])[CH2:8][NH:7][C:6]=2[CH:5]=[CH:4][CH:3]=1.[NH2:14][C:15]1C=CC=C(C#N)C=1O>>[C:15]([C:2]1[C:11]2[O:10][CH:9]([CH2:12][NH2:13])[CH2:8][NH:7][C:6]=2[CH:5]=[CH:4][CH:3]=1)#[N:14]. Procedure details: This compound is obtained using the same reaction sequence and the same experimental conditions as those used for the synthesis of intermediate 2b but replacing 2-amino-6-fluorophenol with 2-amino-6-cyanophenol. The title compound of formula (2f) is obtained. Reactants: FC(C1=C(C=CC=C1)S(=O)(=O)Cl)(F)F (2-Trifluoromethylbenzenesulfonyl chloride), C(C1=CC=CC=C1)OC=1C=C(N)C=C(C1)C (3-benzyloxy-5-methylaniline), CN1CCOCC1 (N-methylmorpholine). Run in ClCCl (dichloromethane), ClCCl (dichloromethane). Conditions: time 8 hour. Product: C(C1=CC=CC=C1)OC=1C=C(C=C(C1)C)NS(=O)(=O)C1=C(C=CC=C1)C(F)(F)F (3-Benzyloxy-5-methyl-1-(2-trifluoromethylphenylsulfonylamino)benzene). Isolated yield 83.1%. RXN SMILES: [F:1][C:2]([F:14])([F:13])[C:3]1[CH:8]=[CH:7][CH:6]=[CH:5][C:4]=1[S:9](Cl)(=[O:11])=[O:10].[CH2:15]([O:22][C:23]1[CH:24]=[C:25]([CH:27]=[C:28]([CH3:30])[CH:29]=1)[NH2:26])[C:16]1[CH:21]=[CH:20][CH:19]=[CH:18][CH:17]=1.CN1CCOCC1>ClCCl>[CH2:15]([O:22][C:23]1[CH:24]=[C:25]([NH:26][S:9]([C:4]2[CH:5]=[CH:6][CH:7]=[CH:8][C:3]=2[C:2]([F:14])([F:13])[F:1])(=[O:11])=[O:10])[CH:27]=[C:28]([CH3:30])[CH:29]=1)[C:16]1[CH:21]=[CH:20][CH:19]=[CH:18][CH:17]=1. Reported procedure: 2-Trifluoromethylbenzenesulfonyl chloride (490 mg, 2.0 mmol) was added to a solution of 3-benzyloxy-5-methylaniline (426 mg, 2.0 mmol), as prepared in the preceding step, and N-methylmorpholine (0.5 mL) in dichloromethane (10 mL). The mixture was stirred at ambient temperature overnight. After adding additional dichloromethane (100 mL), the dichloromethane solution was washed with saturated aqueous NaHCO3 (2×50 mL), 10% HCl (2×50 mL), and brine (2×50 mL), and dried over Na2SO4. After evaporating... Yields the product COC(=O)C=Cc1ccccc1NC(=O)Nc1ccccc1. Starting materials: COC(=O)C=Cc1ccccc1N, O=C=Nc1ccccc1, c1ccccc1. RXN SMILES: [NH2:1][c:2]1[c:3]([CH:4]=[CH:5][C:6](=[O:7])[O:8][CH3:9])[cH:10][cH:11][cH:12][cH:13]1.[c:14]1([N:20]=[C:21]=[O:22])[cH:15][cH:16][cH:17][cH:18][cH:19]1.[cH:23]1[cH:24][cH:25][cH:26][cH:27][cH:28]1>>[NH:1]([c:2]1[c:3]([CH:4]=[CH:5][C:6](=[O:7])[O:8][CH3:9])[cH:10][cH:11][cH:12][cH:13]1)[C:21]([NH:20][c:14]1[cH:15][cH:16][cH:17][cH:18][cH:19]1)=[O:22]. The reactants are NC=1C(=CC(=C(C(=O)OC)C1)F)F (methyl 5-amino-2,4-difluorobenzoate), N1=CC=CC=C1 (pyridine), CS(=O)(=O)Cl (methanesulfonyl chloride). Solvent: C(Cl)Cl (CH2Cl2). Reaction conditions: time 24 hour. Yields the product FC1=C(C(=O)OC)C=C(C(=C1)F)NS(=O)(=O)C (methyl 2,4-difluoro-5-[(methylsulfonyl)amino]benzoate). Reaction SMILES: [NH2:1][C:2]1[C:3]([F:13])=[CH:4][C:5]([F:12])=[C:6]([CH:11]=1)[C:7]([O:9][CH3:10])=[O:8].N1C=CC=CC=1.[CH3:20][S:21](Cl)(=[O:23])=[O:22]>C(Cl)Cl>[F:12][C:5]1[CH:4]=[C:3]([F:13])[C:2]([NH:1][S:21]([CH3:20])(=[O:23])=[O:22])=[CH:11][C:6]=1[C:7]([O:9][CH3:10])=[O:8]. Procedure details: To a solution of methyl 5-amino-2,4-difluorobenzoate (252 mg, 1.35 mmol) and pyridine (0.13 mL, 1.61 mmol) in 5 mL CH2Cl2 was added methanesulfonyl chloride (0.12 mL, 1.48 mmol). After 24 h at room temperature, the reaction mixture was washed with saturated aqueous NaHCO3 and extracted with CHCl3 to provide crude methyl 2,4-difluoro-5-[(methylsulfonyl)amino]benzoate as a solid (ESI-MS 264 (M−H)), which was hydrolyzed using aqueous NaOH to provide 2,4-difluoro-5-[(methylsulfonyl)amino]benzoic aci... Reactants: CCO, Cl, [K+], COC(=O)c1cc(-c2ccccc2)c(=O)n2ncc3ccccc3c12, [OH-], O. Yields the product O=C(O)c1cc(-c2ccccc2)c(=O)n2ncc3ccccc3c12. Reaction SMILES: [CH3:29][CH2:30][OH:31].[ClH:28].[K+:27].[O:1]=[c:2]1[c:3](-[c:20]2[cH:21][cH:22][cH:23][cH:24][cH:25]2)[cH:4][c:5]([C:16](=[O:17])[O:18][CH3:19])[c:6]2[n:7]1[n:8][cH:9][c:10]1[cH:11][cH:12][cH:13][cH:14][c:15]21.[OH-:26].[OH2:32]>>[O:1]=[c:2]1[c:3](-[c:20]2[cH:21][cH:22][cH:23][cH:24][cH:25]2)[cH:4][c:5]([C:16](=[O:17])[OH:18])[c:6]2[n:7]1[n:8][cH:9][c:10]1[cH:11][cH:12][cH:13][cH:14][c:15]21. Starting materials: CN(CC(F)(F)F)c1ccc(N)cn1, O=C(O)c1nc(-c2ccccc2)oc1C(F)(F)F. The product is CN(CC(F)(F)F)c1ccc(NC(=O)c2nc(-c3ccccc3)oc2C(F)(F)F)cn1. Reaction SMILES: [CH3:19][N:20]([c:21]1[n:22][cH:23][c:24]([NH2:27])[cH:25][cH:26]1)[CH2:28][C:29]([F:30])([F:31])[F:32].[c:1]1(-[c:7]2[o:8][c:9]([C:15]([F:16])([F:17])[F:18])[c:10]([C:12](=[O:13])[OH:14])[n:11]2)[cH:2][cH:3][cH:4][cH:5][cH:6]1>>[c:1]1(-[c:7]2[o:8][c:9]([C:15]([F:16])([F:17])[F:18])[c:10]([C:12](=[O:14])[NH:27][c:24]3[cH:23][n:22][c:21]([N:20]([CH3:19])[CH2:28][C:29]([F:30])([F:31])[F:32])[cH:26][cH:25]3)[n:11]2)[cH:2][cH:3][cH:4][cH:5][cH:6]1. The reactants are CC1=CC=C(C=C1)S(=O)(=O)C[N+]#[C-] (TOSMIC), Cl.N12CC3[C@@H](C(CC(C1)C3)C2)O ((4s)-1-azaadamantan-4-ol HCl salt), ( 1 ), O1CCOC12CCC(CC2)=O (1,4-dioxaspiro[4.5]decan-8-one). RXN SMILES: Cl.[N:2]12C[CH:6]3[CH2:7][CH:8]([CH2:10][CH:4]([C@@H:5]3[OH:12])C1)[CH2:9]2.[O:13]1C2(CCC(=O)CC2)O[CH2:15][CH2:14]1.CC1C=CC(S(C[N+]#[C-])(=O)=O)=CC=1>>[O:12]1[C:5]2([CH2:4][CH2:10][CH:8]([C:9]#[N:2])[CH2:7][CH2:6]2)[O:13][CH2:14][CH2:15]1 |f:0.1|. Procedure: U.S. Pat. No. 8,314,119, issued 20 Nov. 2012, shows synthesis of (4s)-1-azaadamantan-4-ol HCl salt from a 7-step process of: (1) Reducing 1,4-dioxaspiro[4.5]decan-8-one with TOSMIC to form 1,4-dioxaspiro[4.5]decane-8-carbonitrile; (2) Reducing resulting product with LAH to form 1,4-dioxaspiro[4.5]decan-8-ylmethanamine; (3) Cyclizing resulting product with a double-Mannich type condensation using paraformaldehyde and sulfuric acid to form azaadamantan-4-one; (4) Reducing the ketone group of azaad... Product: O1CCOC12CCC(CC2)C#N (1,4-dioxaspiro[4.5]decane-8-carbonitrile). Reactants: CC(C)O, CCOC(=O)c1cnc2ccc(OC)cc2c1Cl, N. The product is CCOC(=O)c1cnc2ccc(OC)cc2c1N. Reaction SMILES: [CH:20]([OH:21])([CH3:22])[CH3:23].[Cl:1][c:2]1[c:3]([C:14](=[O:15])[O:16][CH2:17][CH3:18])[cH:4][n:5][c:6]2[cH:7][cH:8][c:9]([O:12][CH3:13])[cH:10][c:11]12.[NH3:19]>>[c:2]1([NH2:19])[c:3]([C:14](=[O:15])[O:16][CH2:17][CH3:18])[cH:4][n:5][c:6]2[cH:7][cH:8][c:9]([O:12][CH3:13])[cH:10][c:11]12. Yields the product CC(C)(C)OC(=O)NCCCC(=O)NCCC(=O)OCc1ccccc1. As a reaction SMILES: [C:1]([CH3:2])([CH3:3])([CH3:4])[O:5][C:6](=[O:7])[NH:8][CH2:9][CH2:10][CH2:11][C:12](=[O:13])[OH:14].[CH2:44]([c:45]1[cH:46][cH:47][cH:48][cH:49][cH:50]1)[O:51][C:52]([CH2:53][CH2:54][NH2:55])=[O:56].[CH2:57]1[O:58][CH2:59][CH2:60][CH2:61]1.[CH3:26][N:27]1[CH2:28][CH2:29][O:30][CH2:31][CH2:32]1.[Cl:15][c:16]1[n:17][n:18][n:19][c:20]([O:21][CH3:22])[c:23]1[O:24][CH3:25].[c:33]1([CH3:34])[cH:35][cH:36][c:37]([S:38]([OH:39])(=[O:40])=[O:41])[cH:42][cH:43]1>>[C:1]([CH3:2])([CH3:3])([CH3:4])[O:5][C:6](=[O:7])[NH:8][CH2:9][CH2:10][CH2:11][C:12](=[O:14])[NH:55][CH2:54][CH2:53][C:52]([O:51][CH2:44][c:45]1[cH:46][cH:47][cH:48][cH:49][cH:50]1)=[O:56]. The reactants are CC(C)(C)OC(=O)NCCCC(=O)O, NCCC(=O)OCc1ccccc1, C1CCOC1, CN1CCOCC1, COc1nnnc(Cl)c1OC, Cc1ccc(S(=O)(=O)O)cc1. Starting materials: BrC1=CC=CC=2SC=CC21 (4-bromobenzo[b]thiophene), BrC1=CC=CC=2SC=CC21 (4-bromobenzo[b]thiophene), CON(C(CCC=C)=O)C (N-methoxy-N-methylpent-4-enamide), [Mg] (magnesium), II (iodine). Reagents/catalysts: solution. Solvent: O1CCCC1 (tetrahydrofuran), O1CCCC1 (tetrahydrofuran), O1CCCC1 (tetrahydrofuran). Yields the product S1C2=C(C=C1)C(=CC=C2)C(CCC=C)=O (1-(benzo[b]thiophen-4-yl)pent-4-en-1-one). RXN SMILES: Br[C:2]1[C:10]2[CH:9]=[CH:8][S:7][C:6]=2[CH:5]=[CH:4][CH:3]=1.[Mg].II.CON(C)[C:17](=[O:22])[CH2:18][CH2:19][CH:20]=[CH2:21]>O1CCCC1>[S:7]1[CH:8]=[CH:9][C:10]2[C:2]([C:17](=[O:22])[CH2:18][CH2:19][CH:20]=[CH2:21])=[CH:3][CH:4]=[CH:5][C:6]1=2. Procedure details: A few drops of a solution of 4-bromobenzo[b]thiophene (5 g; prepared in a manner similar to that described in Example 9 Method A) in tetrahydrofuran (10 ml) was added under nitrogen to magnesium turnings (0.6 g). Two crystals of iodine were added and heat was applied to initiate the reaction. The remainder of the 4-bromobenzo[b]thiophene solution was added at reflux temperature over 30 minutes, the mixture was heated under reflux for 2 hours, then further tetrahydrofuran (10 ml) was added. A sol...